This data is from the Open Reaction Database (ORD), a public repository of structured organic reaction records. The task is: describe an organic reaction: reactants, conditions, products, and yield Reaction conditions: time 90 minute. Starting materials: ClC=1C=C(C=C(C1)Cl)N1C([C@](N2C1=NC=C2C(=O)O)(CC2=CC=C(C=C2)OC(F)(F)F)C)=O ((R)-7-(3,5-dichloro-phenyl)-5-methyl-6-oxo-5-(4-trifluoromethoxy-benzyl)-6,7-dihydro-5H-imidazo[1,2-a]imidazole-3-carboxylic acid), C(C(=O)Cl)(=O)Cl (oxalyl chloride), C(C)(C)(C)OC(CN)=O (glycine tert-butyl ester), C(C)(C)N(CC)C(C)C (diisopropylethylamine). The yield is 78.7%. Procedure details: To a solution of (R)-7-(3,5-dichloro-phenyl)-5-methyl-6-oxo-5-(4-trifluoromethoxy-benzyl)-6,7-dihydro-5H-imidazo[1,2-a]imidazole-3-carboxylic acid (0.500 g, 1.0 mmol) in CH2Cl2 (15 mL) was added oxalyl chloride (0.194 mL, 2.2 mmol), followed by slow addition of DMF (0.05 mL). The reaction was stirred for 90 min. The volatiles were removed in vacuo, and the residue dissolved in THF (15 mL). To this cloudy solution was added diisopropylethylamine (0.88 mL, 5.0 mmol) followed by glycine tert-butyl ... The product is C(C)(C)(C)OC(CNC(=O)C1=CN=C2N1[C@@](C(N2C2=CC(=CC(=C2)Cl)Cl)=O)(CC2=CC=C(C=C2)OC(F)(F)F)C)=O ({[(R)-7-(3,5-dichloro-phenyl)-5-methyl-6-oxo-5-(4-trifluoromethoxy-benzyl)-6,7-dihydro-5H-imidazo[1,2-a]imidazole-3-carbonyl]-amino}-acetic acid tert-butyl ester). As a reaction SMILES: [Cl:1][C:2]1[CH:3]=[C:4]([N:9]2[C:13]3=[N:14][CH:15]=[C:16]([C:17](O)=[O:18])[N:12]3[C@:11]([CH3:32])([CH2:20][C:21]3[CH:26]=[CH:25][C:24]([O:27][C:28]([F:31])([F:30])[F:29])=[CH:23][CH:22]=3)[C:10]2=[O:33])[CH:5]=[C:6]([Cl:8])[CH:7]=1.C(Cl)(=O)C(Cl)=O.C(N(C(C)C)CC)(C)C.[C:49]([O:53][C:54](=[O:57])[CH2:55][NH2:56])([CH3:52])([CH3:51])[CH3:50]>C(Cl)Cl.CN(C=O)C>[C:49]([O:53][C:54](=[O:57])[CH2:55][NH:56][C:17]([C:16]1[N:12]2[C@:11]([CH3:32])([CH2:20][C:21]3[CH:26]=[CH:25][C:24]([O:27][C:28]([F:29])([F:31])[F:30])=[CH:23][CH:22]=3)[C:10](=[O:33])[N:9]([C:4]3[CH:5]=[C:6]([Cl:8])[CH:7]=[C:2]([Cl:1])[CH:3]=3)[C:13]2=[N:14][CH:15]=1)=[O:18])([CH3:52])([CH3:51])[CH3:50]. Solvent: C(Cl)Cl (CH2Cl2), CN(C)C=O (DMF). Starting materials: ClC1=CC=C(C=C1)C12CNCC2C1 (1-(p-chlorophenyl)-3-azabicyclo[3.1.0]hexane), C(C)(=O)Cl (acetyl chloride). Product: C(C)(=O)N1CC2(CC2C1)C1=CC=C(C=C1)Cl (3-acetyl-1-(p-chlorophenyl)-3-azabicyclo[3.1.0]hexane). As a reaction SMILES: [Cl:1][C:2]1[CH:7]=[CH:6][C:5]([C:8]23[CH2:13][CH:12]2[CH2:11][NH:10][CH2:9]3)=[CH:4][CH:3]=1.[C:14](Cl)(=[O:16])[CH3:15]>>[C:14]([N:10]1[CH2:11][CH:12]2[C:8]([C:5]3[CH:4]=[CH:3][C:2]([Cl:1])=[CH:7][CH:6]=3)([CH2:13]2)[CH2:9]1)(=[O:16])[CH3:15]. Procedure: Using the method of Example 15, 1-(p-chlorophenyl)-3-azabicyclo[3.1.0]hexane (Example 1) is reacted with acetyl chloride to give 3-acetyl-1-(p-chlorophenyl)-3-azabicyclo[3.1.0]hexane and then is converted to 1-(p-chlorophenyl)-3-ethyl-3-azabicyclo[3.1.0]hexane which is obtained as a brown oil. Starting materials: Cl.C(C)OC([C@@H](N)CC1=CC=C(C=C1)C#N)=O ((S)-4-cyanophenylalanine ethyl ester hydrochloride), C1(CCCCC1)N1C(=NC2=C1C=CC(=C2)C(=O)O)C2=COC=C2 (1-Cyclohexyl-2-furan-3-yl-1H-benzoimidazole-5-carboxylic acid), CN(C)C(=[N+](C)C)ON1C2=C(C=CC=C2)N=N1.[B-](F)(F)(F)F (TBTU), CCN(C(C)C)C(C)C (DIEA). Run in CS(=O)C (DMSO). Run at time 1 hour. Yields the product C(C)OC([C@H](CC1=CC=C(C=C1)C#N)NC(=O)C1=CC2=C(N(C(=N2)C2=COC=C2)C2CCCCC2)C=C1)=O ((S)-3-(4-Cyanophenyl)-2-{[1-(1-cyclohexyl-2-furan-3-yl-1H-benzoimidazol-5-yl)-methanoyl]amino}propionic acid ethyl ester). The yield is 79.3%. RXN SMILES: [CH:1]1([N:7]2[C:11]3[CH:12]=[CH:13][C:14]([C:16](O)=[O:17])=[CH:15][C:10]=3[N:9]=[C:8]2[C:19]2[CH:23]=[CH:22][O:21][CH:20]=2)[CH2:6][CH2:5][CH2:4][CH2:3][CH2:2]1.CN(C(ON1N=NC2C=CC=CC1=2)=[N+](C)C)C.[B-](F)(F)(F)F.CCN(C(C)C)C(C)C.Cl.[CH2:56]([O:58][C:59](=[O:71])[C@H:60]([CH2:62][C:63]1[CH:68]=[CH:67][C:66]([C:69]#[N:70])=[CH:65][CH:64]=1)[NH2:61])[CH3:57]>CS(C)=O>[CH2:56]([O:58][C:59](=[O:71])[C@@H:60]([NH:61][C:16]([C:14]1[CH:13]=[CH:12][C:11]2[N:7]([CH:1]3[CH2:6][CH2:5][CH2:4][CH2:3][CH2:2]3)[C:8]([C:19]3[CH:23]=[CH:22][O:21][CH:20]=3)=[N:9][C:10]=2[CH:15]=1)=[O:17])[CH2:62][C:63]1[CH:68]=[CH:67][C:66]([C:69]#[N:70])=[CH:65][CH:64]=1)[CH3:57] |f:1.2,4.5|. Procedure details: The carboxylic acid of example 2 (0.060 g, 0.20 mmol) and TBTU (1.3 equiv., 0.26 mmol, 0.084 g) were dissolved in DMSO (0.6 mL) and DIEA (5 equiv., 1.0 mmol, 0.18 mL) was added followed by (S)-4-cyanophenylalanine ethyl ester hydrochloride (1.3 equiv., 0.26 mmol, 0.065 g). The mixture was stirred at room temperature for 1 h and quenched with water. The precipitated solid was collected by filtration, washed with water and dried. The title amide (0.081 g) was obtained as a beige solid. The reactants are C#CCN1CCCC1, CC(C)NC(C)C, [Cu]I, COC(=O)COc1ccc(OCC=C(c2ccc(I)cc2)c2ccc(-c3ccc(C)s3)cc2)cc1C, C1CCOC1, Cl[Pd]Cl, c1ccc(P(c2ccccc2)c2ccccc2)cc1, c1ccc(P(c2ccccc2)c2ccccc2)cc1. Product: COC(=O)COc1ccc(OCC=C(c2ccc(C#CCN3CCCC3)cc2)c2ccc(-c3ccc(C)s3)cc2)cc1C. Reaction SMILES: [CH2:1]([C:2]#[CH:3])[N:4]1[CH2:5][CH2:6][CH2:7][CH2:8]1.[CH:9]([NH:10][CH:11]([CH3:12])[CH3:13])([CH3:14])[CH3:15].[Cu:57][I:58].[I:16][c:17]1[cH:18][cH:19][c:20]([C:23](=[CH:24][CH2:25][O:26][c:27]2[cH:28][c:29]([CH3:39])[c:30]([O:31][CH2:32][C:33](=[O:34])[O:35][CH3:36])[cH:37][cH:38]2)[c:40]2[cH:41][cH:42][c:43](-[c:46]3[s:47][c:48]([CH3:51])[cH:49][cH:50]3)[cH:44][cH:45]2)[cH:21][cH:22]1.[O:52]1[CH2:53][CH2:54][CH2:55][CH2:56]1.[Pd:59]([Cl:60])[Cl:61].[c:62]1([P:63]([c:64]2[cH:65][cH:66][cH:67][cH:68][cH:69]2)[c:70]2[cH:71][cH:72][cH:73][cH:74][cH:75]2)[cH:76][cH:77][cH:78][cH:79][cH:80]1.[c:81]1([P:82]([c:83]2[cH:84][cH:85][cH:86][cH:87][cH:88]2)[c:89]2[cH:90][cH:91][cH:92][cH:93][cH:94]2)[cH:95][cH:96][cH:97][cH:98][cH:99]1>>[CH2:1]([C:2]#[C:3][c:17]1[cH:18][cH:19][c:20]([C:23](=[CH:24][CH2:25][O:26][c:27]2[cH:28][c:29]([CH3:39])[c:30]([O:31][CH2:32][C:33](=[O:34])[O:35][CH3:36])[cH:37][cH:38]2)[c:40]2[cH:41][cH:42][c:43](-[c:46]3[s:47][c:48]([CH3:51])[cH:49][cH:50]3)[cH:44][cH:45]2)[cH:21][cH:22]1)[N:4]1[CH2:5][CH2:6][CH2:7][CH2:8]1.